Dataset: the Open Reaction Database (ORD), a public repository of structured organic reaction records. Task: describe an organic reaction: reactants, conditions, products, and yield The reactants are COC1=CC=C(C(=O)O)C=C1 (4-methoxybenzoic acid), C1(=CC=CC=C1)[Si]1(CCC(CC1)C1CCC(CC1)O)CCCC (4-(4-phenyl-4-n-butyl-4-silacyclohexyl)cyclohexanol). Product: COC1=CC=C(C(=O)O[C@@H]2CC[C@H](CC2)C2CC[SiH](CC2)CCCC)C=C1 (trans-(4-(4-n-butyl-4-silacyclohexyl)cyclohexyl) 4-methoxybenzoate). As a reaction SMILES: [CH3:1][O:2][C:3]1[CH:11]=[CH:10][C:6]([C:7]([OH:9])=[O:8])=[CH:5][CH:4]=1.[C:12]1([Si:18]2(CCCC)[CH2:23][CH2:22][CH:21]([CH:24]3[CH2:29][CH2:28][CH:27](O)[CH2:26][CH2:25]3)[CH2:20][CH2:19]2)C=C[CH:15]=[CH:14][CH:13]=1>>[CH3:1][O:2][C:3]1[CH:11]=[CH:10][C:6]([C:7]([O:9][C@H:27]2[CH2:26][CH2:25][C@H:24]([CH:21]3[CH2:20][CH2:19][SiH:18]([CH2:12][CH2:13][CH2:14][CH3:15])[CH2:23][CH2:22]3)[CH2:29][CH2:28]2)=[O:8])=[CH:5][CH:4]=1. Procedure: The general procedure of Example 31 was repeated using 4-methoxybenzoic acid and 4-(4-phenyl-4-n-butyl-4-silacyclohexyl)cyclohexanol, thereby obtaining the intended product.